This data is from the Open Reaction Database (ORD), a public repository of structured organic reaction records. The task is: describe an organic reaction: reactants, conditions, products, and yield The reactants are CN1C(N(C(C=C1NCCCNC1=CC=C(C=C1)[N+](=O)[O-])=O)C)=O (1,3-dimethyl-6-[3-(4-nitroanilino)propylamino]-2,4-(1H,3H)-pyrimidinedione), CN1C(N(C(C=C1NCCNCCC1=CC=C(C=C1)[N+](=O)[O-])=O)C)=O (1,3-dimethyl-6-{2-[2-(4-nitrophenyl)ethylamino]-ethylamino}-2,4(1H,3H)-pyrimidinedione), CN1C(N(C(C=C1NCCCNC1=CC=C(C=C1)[N+](=O)[O-])=O)C)=O (1,3-dimethyl-6-[3-(4-nitroanilino)propylamino]-2,4-(1H,3H)-pyrimidinedione), CN1C(N(C(C=C1NCCNCCC1=CC=C(C=C1)[N+](=O)[O-])=O)C)=O (1,3-dimethyl-6-{2-[2-(4-nitrophenyl)ethylamino]-ethylamino}-2,4(1H,3H)-pyrimidinedione). The product is CN1C(N(C(C=C1NCCNCC1=CC=C(C=C1)[N+](=O)[O-])=O)C)=O (1,3-dimethyl-6-[2-(4-nitrobenzylamino)ethylamino]-2,4(1H,3H)-pyrimidinedione). As a reaction SMILES: CN1C(NCCCNC2C=CC([N+:19]([O-:21])=[O:20])=CC=2)=CC(=O)N(C)C1=O.[CH3:25][N:26]1[C:31]([NH:32][CH2:33][CH2:34][NH:35][CH2:36][CH2:37][C:38]2[CH:43]=[CH:42][C:41]([N+]([O-])=O)=[CH:40]C=2)=[CH:30][C:29](=[O:47])[N:28]([CH3:48])[C:27]1=[O:49]>>[CH3:25][N:26]1[C:31]([NH:32][CH2:33][CH2:34][NH:35][CH2:36][C:37]2[CH:38]=[CH:43][C:42]([N+:19]([O-:21])=[O:20])=[CH:41][CH:40]=2)=[CH:30][C:29](=[O:47])[N:28]([CH3:48])[C:27]1=[O:49]. Reported procedure: The same procedure as in Example 2 was repeated with the exception that 1,3-dimethyl-6-(piperazin-1-yl)-2,4-(1H,3H)-pyrimidinedione (compound 2) was replaced with 0.45 g of 6-(2-aminoethylamino)-1,3-dimethyl-2,4(1H,3H)-pyrimidinedione (compound 13), in order to obtain 1,3-dimethyl-6-[2-(4-nitrobenzylamino)ethylamino]-2,4(1H,3H)-pyrimidinedione. The reactants are [Br-].[Li+] (Lithium bromide), [BH4-].[Na+] (sodium borohydride), C(C)(C)(C)OC(=O)[C@H]1C[C@@H](SC1)C(=O)OCC (trans-4-tert-butoxycarbonyl-2-ethoxycarbonyltetrahydrothiophene), [Cl-].[NH4+] (ammonium chloride), [Cl-].[Na+] (sodium chloride). Solvent: C(C)O (ethanol), C(C)O (ethanol). Run at time 1 hour. Product: C(C)(C)(C)OC(=O)[C@H]1C[C@@H](SC1)CO (trans-4-tert-butoxycarbonyl-2-hydroxymethyltetrahydrothiophene). Isolated yield 99.0%. Reaction SMILES: [Br-].[Li+].[BH4-].[Na+].[C:5]([O:9][C:10]([C@@H:12]1[CH2:16][S:15][C@@H:14]([C:17](OCC)=[O:18])[CH2:13]1)=[O:11])([CH3:8])([CH3:7])[CH3:6].[Cl-].[NH4+].[Cl-].[Na+]>C(O)C>[C:5]([O:9][C:10]([C@@H:12]1[CH2:16][S:15][C@@H:14]([CH2:17][OH:18])[CH2:13]1)=[O:11])([CH3:8])([CH3:7])[CH3:6] |f:0.1,2.3,5.6,7.8|. Reported procedure: Lithium bromide (686 mg) and sodium borohydride (165 mg) were dissolved in ethanol (6 ml) and under nitrogen atmosphere the mixture was stirred for 1 hour at room temperature. To the mixture, trans-4-tert-butoxycarbonyl-2-ethoxycarbonyltetrahydrothiophene (ref. compound No. 1, 567 mg) dissolved in ethanol (2 ml) was added at room temperature and the mixture was stirred for 18 hours. Aqueous ammonium chloride solution and saturated sodium chloride solution were added to the mixture and extracted ... The product is CC(CN1C(N(C2=C1C=CC(=C2)C2=CC(=CC=C2)OCC2=C(C=CC=C2)F)C)=O)(C)C (1-(2,2-dimethylpropyl)-5-{3-[(2-fluorobenzyl)oxy]phenyl}-3-methyl-1,3-dihydro-2H-benzimidazol-2-one). Reaction SMILES: [CH3:1][C:2]([CH3:23])([CH3:22])[CH2:3][N:4]1[C:8]2[CH:9]=[CH:10][C:11]([C:13]3[CH:18]=[CH:17][CH:16]=[C:15]([OH:19])[CH:14]=3)=[CH:12][C:7]=2[N:6]([CH3:20])[C:5]1=[O:21].C1(P(C2C=CC=CC=2)C2C=CC=CC=2)C=CC=CC=1.[F:43][C:44]1[CH:51]=[CH:50][CH:49]=[CH:48][C:45]=1[CH2:46]O.N(C(OC(C)(C)C)=O)=NC(OC(C)(C)C)=O>ClCCl>[CH3:1][C:2]([CH3:23])([CH3:22])[CH2:3][N:4]1[C:8]2[CH:9]=[CH:10][C:11]([C:13]3[CH:18]=[CH:17][CH:16]=[C:15]([O:19][CH2:46][C:45]4[CH:48]=[CH:49][CH:50]=[CH:51][C:44]=4[F:43])[CH:14]=3)=[CH:12][C:7]=2[N:6]([CH3:20])[C:5]1=[O:21]. Reported procedure: An orange solution of 1-(2,2-dimethylpropyl)-5-(3-hydroxyphenyl)-3-methyl-1,3-dihydro-2H-benzimidazol-2-one (1-179, 70 mg, 0.23 mmol) in Dichloromethane (10 ml) was treated with polymer bound-Triphenylphosphine (177 mg, 0.68 mmol, 3.0 eq) and the 2-Fluorobenzyl alcohol (56.9 mg, 0.45 mmol, 2.0 eq). The mixture was charged, in portions, with Di-tert-butyl azodicarboxylate (104 mg, 0.45 mmol, 2.0 eq) and the resulting maroon-orange solution was stirred at 23 deg C. for 1 h. The reaction mixture wa... Starting materials: N(=NC(=O)OC(C)(C)C)C(=O)OC(C)(C)C (Di-tert-butyl azodicarboxylate), CC(CN1C(N(C2=C1C=CC(=C2)C2=CC(=CC=C2)O)C)=O)(C)C (1-(2,2-dimethylpropyl)-5-(3-hydroxyphenyl)-3-methyl-1,3-dihydro-2H-benzimidazol-2-one), FC1=C(CO)C=CC=C1 (2-Fluorobenzyl alcohol), C1(=CC=CC=C1)P(C1=CC=CC=C1)C1=CC=CC=C1 (Triphenylphosphine). Conditions: time 1 hour. Solvent: ClCCl (Dichloromethane). Starting materials: FC=1C=CC(=C(C(=O)Cl)C1)C(F)(F)F (5-fluoro-2-trifluoromethyl-benzoyl chloride), CN1N=C(C(N(C1=O)C)=O)N1CCNCC1 (2,4-dimethyl-6-piperazin-1-yl-2H-[1,2,4]triazine-3,5-dione). The product is FC=1C=CC(=C(C(=O)N2CCN(CC2)C=2C(N(C(N(N2)C)=O)C)=O)C1)C(F)(F)F (6-[4-(5-fluoro-2-trifluoromethyl-benzoyl)-piperazin-1-yl]-2,4-dimethyl-2H-[1,2,4]triazine-3,5-dione), FC(C1=C(C(=O)N2CCN(CC2)C=2C(N(C(N(N2)C)=O)C)=O)C=C(C=C1)C(F)(F)F)(F)F (6-[4-(2,5-Bis-trifluoromethyl-benzoyl)-piperazin-1-yl]-2,4-dimethyl-2H-[1,2,4]triazine-3,5-dione). Yield: 86.0%. RXN SMILES: [F:1][C:2]1[CH:3]=[CH:4][C:5]([C:11]([F:14])([F:13])[F:12])=[C:6]([CH:10]=1)[C:7](Cl)=[O:8].[CH3:15][N:16]1[C:21](=[O:22])[N:20]([CH3:23])[C:19](=[O:24])[C:18]([N:25]2[CH2:30][CH2:29][NH:28][CH2:27][CH2:26]2)=[N:17]1>>[F:1][C:2]1[CH:3]=[CH:4][C:5]([C:11]([F:14])([F:13])[F:12])=[C:6]([CH:10]=1)[C:7]([N:28]1[CH2:27][CH2:26][N:25]([C:18]2[C:19](=[O:24])[N:20]([CH3:23])[C:21](=[O:22])[N:16]([CH3:15])[N:17]=2)[CH2:30][CH2:29]1)=[O:8].[F:12][C:11]([F:14])([F:13])[C:5]1[CH:4]=[CH:3][C:2]([C:11]([F:14])([F:13])[F:12])=[CH:10][C:6]=1[C:7]([N:28]1[CH2:27][CH2:26][N:25]([C:18]2[C:19](=[O:24])[N:20]([CH3:23])[C:21](=[O:22])[N:16]([CH3:15])[N:17]=2)[CH2:30][CH2:29]1)=[O:8]. Reported procedure: The compound 42 (solid) is prepared from 5-fluoro-2-trifluoromethyl-benzoyl chloride and from the intermediate 12a according to the synthesis method 2 under the operating conditions described for Example 40 (yield: 86%). The reactants are FC(C(=O)[O-])(F)F.FC(C(=O)[O-])(F)F.C1(=CC=C(C=C1)[Tl+2])C (p-tolyl thallium bis(trifluoroacetate)), FC(C(=O)O)(F)F (trifluoroacetic acid), FC(C(=O)OC(C(F)(F)F)=O)(F)F (trifluoroacetic anhydride). Solvent: C1(=CC=CC=C1)C (toluene). Product: CC=1C=CC=CC1C(=O)O (toluic acid). Reaction SMILES: F[C:2](F)(F)[C:3]([O-:5])=[O:4].FC(F)(F)C([O-])=O.[C:15]1(C)[CH:20]=[CH:19][C:18]([Tl+2])=[CH:17][CH:16]=1.FC(F)(F)C(O)=O.FC(F)(F)C(OC(=O)C(F)(F)F)=O>C1(C)C=CC=CC=1>[CH3:18][C:17]1[CH:16]=[CH:15][CH:20]=[CH:19][C:2]=1[C:3]([OH:5])=[O:4] |f:0.1.2|. Reported procedure: A 75 ml Fisher-Porter tube was charged with 2.5 gms of p-tolyl thallium bis(trifluoroacetate), 10 ml of toluene, 5 ml of trifluoroacetic acid and 5 ml of trifluoroacetic anhydride. The reaction mixture was stirred at room temperature under 84 psig of CO pressure. There was no appreciable uptake of CO nor could any toluic acid be isolated from the reaction product after the workup procedure of Example 1. Starting materials: COc1ccc(-c2ccc3ccccc3n2)cc1, COc1ccc(O)cc1, COCCOC, Clc1ccc2ccccc2n1, [H-], [Na+], CN(C)C=O. Product: COc1ccc(Oc2ccc3ccccc3n2)cc1. As a reaction SMILES: [CH3:23][O:24][c:25]1[cH:26][cH:27][c:28](-[c:29]2[cH:30][cH:31][c:32]3[c:33]([cH:34][cH:35][cH:36][cH:37]3)[n:38]2)[cH:39][cH:40]1.[CH3:3][O:4][c:5]1[cH:6][cH:7][c:8]([OH:11])[cH:9][cH:10]1.[CH3:46][O:47][CH2:48][CH2:49][O:50][CH3:51].[Cl:12][c:13]1[n:14][c:15]2[cH:16][cH:17][cH:18][cH:19][c:20]2[cH:21][cH:22]1.[H-:1].[Na+:2].[O:41]=[CH:42][N:43]([CH3:44])[CH3:45]>>[CH3:3][O:4][c:5]1[cH:6][cH:7][c:8]([O:11][c:13]2[n:14][c:15]3[cH:16][cH:17][cH:18][cH:19][c:20]3[cH:21][cH:22]2)[cH:9][cH:10]1.